From a dataset of the Open Reaction Database (ORD), a public repository of structured organic reaction records. describe an organic reaction: reactants, conditions, products, and yield Reactants: ClC=1SC(=CC1CO)Cl ((2,5-dichlorothiophen-3-yl)methanol), P(Br)(Br)Br (phosphorus tribromide). Solvent: ClCCl (dichloromethane). Conditions: time 3 hour. Product: BrCC1=C(SC(=C1)Cl)Cl (3-(bromomethyl)-2,5-dichlorothiophene). The yield is 33.9%. As a reaction SMILES: [Cl:1][C:2]1[S:3][C:4]([Cl:9])=[CH:5][C:6]=1[CH2:7]O.P(Br)(Br)[Br:11]>ClCCl>[Br:11][CH2:7][C:6]1[CH:5]=[C:4]([Cl:9])[S:3][C:2]=1[Cl:1]. Procedure details: To a solution of (2,5-dichlorothiophen-3-yl)methanol (280 mg, 1.5 mmol) in anhydrous dichloromethane (15 mL) was added dropwise phosphorus tribromide (285 μL, 3.0 mmol). The mixture was stirred at room temperature for 3 hours. Dichloromethane was evaporated. The residue was treated with a saturated sodium bicarbonate solution until no more gas evolved. The resultant mixture was extracted with EtOAc (3×20 mL). The organic extracts were combined, dried over MgSO4, filtered, evaporated, and dried i...